This data is from the Open Reaction Database (ORD), a public repository of structured organic reaction records. The task is: describe an organic reaction: reactants, conditions, products, and yield Reactants: [Al+3], CC(=O)Cl, COCCCc1ccccc1, [Cl-], [Cl-], [Cl-], ClCCl, Cl. Product: COCCCc1ccc(C(C)=O)cc1. RXN SMILES: [Al+3:2].[CH3:16][C:17]([Cl:18])=[O:19].[CH3:5][O:6][CH2:7][CH2:8][CH2:9][c:10]1[cH:11][cH:12][cH:13][cH:14][cH:15]1.[Cl-:1].[Cl-:3].[Cl-:4].[Cl:21][CH2:22][Cl:23].[ClH:20]>>[CH3:5][O:6][CH2:7][CH2:8][CH2:9][c:10]1[cH:11][cH:12][c:13]([C:17]([CH3:16])=[O:19])[cH:14][cH:15]1. Reactants: Cl, NCc1cccnc1, CCc1nnn(C2CC(n3cnc4c(NCC(c5ccccc5)c5ccccc5)nc(N5CCC(N)C5)nc43)C(O)C2O)n1, CCN1C=NNN1C1CC(n2cnc3c(NCC(c4ccccc4)c4ccccc4)nc(N4CCC(NC(=O)NCc5ccccn5)C4)nc32)C(O)C1O. Yields the product Cl, CCc1nnn(C2CC(n3cnc4c(NCC(c5ccccc5)c5ccccc5)nc(N5CCC(NC(=O)NCc6cccnc6)C5)nc43)C(O)C2O)n1. RXN SMILES: [ClH:45].[NH2:100][CH2:101][c:102]1[cH:103][n:104][cH:105][cH:106][cH:107]1.[NH2:1][CH:2]1[CH2:3][N:4]([c:7]2[n:8][c:9]([NH:30][CH2:31][CH:32]([c:33]3[cH:34][cH:35][cH:36][cH:37][cH:38]3)[c:39]3[cH:40][cH:41][cH:42][cH:43][cH:44]3)[c:10]3[n:11][cH:12][n:13]([CH:16]4[CH:17]([OH:29])[CH:18]([OH:28])[CH:19]([n:21]5[n:22][c:23]([CH2:26][CH3:27])[n:24][n:25]5)[CH2:20]4)[c:14]3[n:15]2)[CH2:5][CH2:6]1.[c:46]1([CH:47]([c:48]2[cH:49][cH:50][cH:51][cH:52][cH:53]2)[CH2:54][NH:55][c:56]2[n:57][c:58]([N:59]3[CH2:60][CH2:61][CH:62]([NH:63][C:70]([NH:64][CH2:65][c:66]4[cH:67][cH:68][cH:69][cH:72][n:73]4)=[O:71])[CH2:74]3)[n:75][c:76]3[c:77]2[n:78][cH:79][n:80]3[CH:81]2[CH2:82][CH:83]([N:84]3[NH:85][N:86]=[CH:87][N:88]3[CH2:89][CH3:90])[CH:91]([OH:92])[CH:93]2[OH:94])[cH:95][cH:96][cH:97][cH:98][cH:99]1>>[ClH:45].[NH:1]([CH:2]1[CH2:3][N:4]([c:7]2[n:8][c:9]([NH:30][CH2:31][CH:32]([c:33]3[cH:34][cH:35][cH:36][cH:37][cH:38]3)[c:39]3[cH:40][cH:41][cH:42][cH:43][cH:44]3)[c:10]3[n:11][cH:12][n:13]([CH:16]4[CH:17]([OH:29])[CH:18]([OH:28])[CH:19]([n:21]5[n:22][c:23]([CH2:26][CH3:27])[n:24][n:25]5)[CH2:20]4)[c:14]3[n:15]2)[CH2:5][CH2:6]1)[C:70](=[O:71])[NH:100][CH2:101][c:102]1[cH:103][n:104][cH:105][cH:106][cH:107]1. The reactants are CS(C)=O, O=S(=O)(C1CC1)N1CCN(Cc2cc3c(N4CCOCC4)nc(Cl)nc3s2)CC1, Nc1ncc(B(O)O)cn1. The product is Nc1ncc(-c2nc(N3CCOCC3)c3cc(CN4CCN(S(=O)(=O)C5CC5)CC4)sc3n2)cn1. RXN SMILES: [CH3:40][S:41]([CH3:42])=[O:43].[Cl:1][c:2]1[n:3][c:4]([N:24]2[CH2:25][CH2:26][O:27][CH2:28][CH2:29]2)[c:5]2[c:6]([n:7]1)[s:8][c:9]([CH2:11][N:12]1[CH2:13][CH2:14][N:15]([S:18](=[O:19])(=[O:20])[CH:21]3[CH2:22][CH2:23]3)[CH2:16][CH2:17]1)[cH:10]2.[NH2:30][c:31]1[n:32][cH:33][c:34]([B:37]([OH:38])[OH:39])[cH:35][n:36]1>>[c:2]1(-[c:34]2[cH:33][n:32][c:31]([NH2:30])[n:36][cH:35]2)[n:3][c:4]([N:24]2[CH2:25][CH2:26][O:27][CH2:28][CH2:29]2)[c:5]2[c:6]([n:7]1)[s:8][c:9]([CH2:11][N:12]1[CH2:13][CH2:14][N:15]([S:18](=[O:19])(=[O:20])[CH:21]3[CH2:22][CH2:23]3)[CH2:16][CH2:17]1)[cH:10]2. The solvent is CO.C(Cl)(Cl)Cl.CCCCCC (MeOH CHCl3 n-hexane). Reported procedure: *Prepared from 6-methoxy-2-naphthol and ethylene carbonat according to the procedure of Example 134, step 1, in WO 00/76984. The reaction mixture was refluxed for 2 h. Pure 2-(6-methoxy-naphthalen-2-yloxy)ethanol was obtained by recrystallization from MeOH/CHCl3/n-hexane. Yields the product COC=1C=C2C=CC(=CC2=CC1)OCCO (2-(6-methoxy-naphthalen-2-yloxy)ethanol). Starting materials: COC=1C=C2C=CC(=CC2=CC1)O (6-methoxy-2-naphthol), C1(OCCO1)=O (ethylene carbonat). Reaction SMILES: [CH3:1][O:2][C:3]1[CH:4]=[C:5]2[C:10](=[CH:11][CH:12]=1)[CH:9]=[C:8]([OH:13])[CH:7]=[CH:6]2.C1(=O)O[CH2:17][CH2:16][O:15]1>CO.C(Cl)(Cl)Cl.CCCCCC>[CH3:1][O:2][C:3]1[CH:4]=[C:5]2[C:10](=[CH:11][CH:12]=1)[CH:9]=[C:8]([O:13][CH2:17][CH2:16][OH:15])[CH:7]=[CH:6]2 |f:2.3.4|. Reactants: ClC=1C=C(C=C2C(OC(C12)=O)O)CCC ((±)-7-chloro-3-hydroxy-5-propylisobenzofuran-1 (3H)-one), C([O-])([O-])=O.[K+].[K+] (potassium carbonate), Cl (HCl), ICC (iodoethane). Solvent: CN(C)C=O (DMF), O (water). Conditions: time 18 hour. Product: ClC1=C(C(=O)OCC)C(=CC(=C1)CCC)C=O (Ethyl 2-chloro-6-formyl-4-propylbenzoate). Isolated yield 93.1%. RXN SMILES: [Cl:1][C:2]1[CH:3]=[C:4]([CH2:13][CH2:14][CH3:15])[CH:5]=[C:6]2[C:10]=1[C:9](=[O:11])[O:8][CH:7]2[OH:12].C(=O)([O-])[O-].[K+].[K+].I[CH2:23][CH3:24].Cl>CN(C=O)C.O>[Cl:1][C:2]1[CH:3]=[C:4]([CH2:13][CH2:14][CH3:15])[CH:5]=[C:6]([CH:7]=[O:12])[C:10]=1[C:9]([O:8][CH2:23][CH3:24])=[O:11] |f:1.2.3|. Procedure details: To a solution of (±)-7-chloro-3-hydroxy-5-propylisobenzofuran-1 (3H)-one (0.66 g, 2.91 mmol) in 10 mL of DMF was added potassium carbonate (0.80 g, 5.82 mmol) followed by iodoethane (0.26 mL, 3.20 mmol). The resulting mixture was allowed to stir at ambient temperature for 18 h. The reaction was cooled to 0° C. and carefully acidified with 6N HCl, diluted with water and extracted with EtOAc. The organics were washed with sat'd aq NaHCO3 and brine, dried (MgSO4), filtered through a pad of silica g... Reactants: CO, Fc1ccc2cc(C3=CCNCC3)ccc2c1, c1cc(OCC2CO2)c2ccoc2c1. The product is OC(COc1cccc2occc12)CN1CC=C(c2ccc3cc(F)ccc3c2)CC1. Reaction SMILES: [CH3:32][OH:33].[F:1][c:2]1[cH:3][c:4]2[cH:5][cH:6][c:7]([C:12]3=[CH:13][CH2:14][NH:15][CH2:16][CH2:17]3)[cH:8][c:9]2[cH:10][cH:11]1.[O:18]1[CH:19]([CH2:21][O:22][c:23]2[cH:24][cH:25][cH:26][c:27]3[o:28][cH:29][cH:30][c:31]23)[CH2:20]1>>[F:1][c:2]1[cH:3][c:4]2[cH:5][cH:6][c:7]([C:12]3=[CH:13][CH2:14][N:15]([CH2:20][CH:19]([OH:18])[CH2:21][O:22][c:23]4[cH:24][cH:25][cH:26][c:27]5[o:28][cH:29][cH:30][c:31]45)[CH2:16][CH2:17]3)[cH:8][c:9]2[cH:10][cH:11]1. Starting materials: [N+](=O)([O-])C=1C=C2CC(NC(C2=CC1)=O)=O (6-nitroisoquinoline-1,3(2H,4H)-dione), CC(=O)OC(=O)C (Ac2O), CN(C=O)C (N,N-dimethylformamide), C(OC)(OC)OC (trimethyl orthoformate). Solvent: CCOCC (ether). Yields the product CO\C=C/1\C(NC(C2=CC=C(C=C12)[N+](=O)[O-])=O)=O ((4E)-4-(Methoxymethylene)-6-nitroisoquinoline-1,3(2H,4H)-dione). Reaction SMILES: [N+:1]([C:4]1[CH:5]=[C:6]2[C:11](=[CH:12][CH:13]=1)[C:10](=[O:14])[NH:9][C:8](=[O:15])[CH2:7]2)([O-:3])=[O:2].C[C:17]([O:19][C:20](C)=O)=O.CN(C)C=O.C(OC)(OC)OC>CCOCC>[CH3:17][O:19]/[CH:20]=[C:7]1/[C:8](=[O:15])[NH:9][C:10](=[O:14])[C:11]2[C:6]/1=[CH:5][C:4]([N+:1]([O-:3])=[O:2])=[CH:13][CH:12]=2. Procedure: To a stirred mixture of 0.41 g (2.0 mmol) of 6-nitroisoquinoline-1,3(2H,4H)-dione, 3.2 ml (34 mmol) of Ac2O, and 0.80 ml of N,N-dimethylformamide is added 0.44 ml (4.0 mmol) of trimethyl orthoformate. The mixture is heated to 125° and maintained for 30 m, cooled, diluted with ether, and stirred for 10 m. The resulting brown solid is filtered, washed with ether, and dried to give 372 mg (74%); 1H NMR (DMSO-d6) δ 11.55 (s, 1H), 8.99 (d, J=2.0 Hz, 1H), 8.30 (d, J=8.6 Hz, 1H), 8.19 (dd J=2.0, 8.6 Hz...